From a dataset of the Open Reaction Database (ORD), a public repository of structured organic reaction records. describe an organic reaction: reactants, conditions, products, and yield Starting materials: N=1ON=C2C1C=CC=C2C=O (2.1.3-benzoxadiazole-4-aldehyde), [N+](=O)([O-])CC(C)=O (nitroacetone), FC(C=1C=C(C=CC1)N1CCN(CC1)C(\C=C(\C)/N)=O)(F)F (3-aminocrotonic acid 4-(3-trifluoromethylphenyl)piperazide). The solvent is C(C)(C)O (isopropanol). Product: FC(C=1C=C(C=CC1)N1CCN(CC1)C(=O)C1=C(NC(=C(C1C1=CC=CC2=NON=C21)[N+](=O)[O-])C)C)(F)F (4-(2,1,3-Benzoxadiazol-4-yl)-1.4-dihydro-2.6-dimethyl-5-nitro-pyridine-3-carboxylic acid 4-(3-trifluoromethylphenyl) piperazide). Reaction SMILES: [N:1]1[O:2][N:3]=[C:4]2[C:9]([CH:10]=O)=[CH:8][CH:7]=[CH:6][C:5]=12.[N+:12]([CH2:15][C:16](=O)[CH3:17])([O-:14])=[O:13].[F:19][C:20]([F:40])([F:39])[C:21]1[CH:22]=[C:23]([N:27]2[CH2:32][CH2:31][N:30]([C:33](=[O:38])/[CH:34]=[C:35](\[NH2:37])/[CH3:36])[CH2:29][CH2:28]2)[CH:24]=[CH:25][CH:26]=1>C(O)(C)C>[F:40][C:20]([F:19])([F:39])[C:21]1[CH:22]=[C:23]([N:27]2[CH2:32][CH2:31][N:30]([C:33]([C:34]3[CH:10]([C:9]4[C:4]5[C:5](=[N:1][O:2][N:3]=5)[CH:6]=[CH:7][CH:8]=4)[C:15]([N+:12]([O-:14])=[O:13])=[C:16]([CH3:17])[NH:37][C:35]=3[CH3:36])=[O:38])[CH2:29][CH2:28]2)[CH:24]=[CH:25][CH:26]=1. Procedure: 7.4 g (50 mmol) of 2.1.3-benzoxadiazole-4-aldehyde, 10 g (0.1 mol) of nitroacetone and 15.6 g (50 mmol) of 3-aminocrotonic acid 4-(3-trifluoromethylphenyl)piperazide are heated in isopropanol at 60° C. for 6 hours. The product crystallizes after part of the solvent has been evaporated off, and is recrystallized from a little isopropanol. Starting materials: CCN(C(C)C)C(C)C, C1CCOC1, Cc1onc(-c2ccccc2)c1COc1ccc(C(=O)O)cn1, O, On1nnc2ccccc21, C1CSCN1. Yields the product Cc1onc(-c2ccccc2)c1COc1ccc(C(=O)N2CCSC2)cn1. As a reaction SMILES: [CH2:40]([N:41]([CH:42]([CH3:43])[CH3:44])[CH:45]([CH3:46])[CH3:47])[CH3:48].[CH2:49]1[O:50][CH2:51][CH2:52][CH2:53]1.[CH3:1][c:2]1[c:3]([CH2:13][O:14][c:15]2[n:16][cH:17][c:18]([C:19](=[O:20])[OH:21])[cH:22][cH:23]2)[c:4](-[c:7]2[cH:8][cH:9][cH:10][cH:11][cH:12]2)[n:5][o:6]1.[OH2:29].[OH:30][n:31]1[c:32]2[cH:33][cH:34][cH:35][cH:36][c:37]2[n:38][n:39]1.[S:24]1[CH2:25][NH:26][CH2:27][CH2:28]1>>[CH3:1][c:2]1[c:3]([CH2:13][O:14][c:15]2[n:16][cH:17][c:18]([C:19](=[O:21])[N:26]3[CH2:25][S:24][CH2:28][CH2:27]3)[cH:22][cH:23]2)[c:4](-[c:7]2[cH:8][cH:9][cH:10][cH:11][cH:12]2)[n:5][o:6]1. Run in C(C)O (ethanol). Run at temperature 60 celsius. Product: C(C)OC(=O)NC=1C2=C(SC1C(=O)O)C=C(C=C2)OC (3-[(Ethoxycarbonyl)amino]-6-methoxybenzo[b]thiophene-2-carboxylic acid). Reaction SMILES: [OH-].[K+].[CH2:3]([O:5][C:6]([NH:8][C:9]1[C:10]2[CH:21]=[CH:20][C:19]([O:22][CH3:23])=[CH:18][C:11]=2[S:12][C:13]=1[C:14]([O:16]C)=[O:15])=[O:7])[CH3:4].Cl>C(O)C>[CH2:3]([O:5][C:6]([NH:8][C:9]1[C:10]2[CH:21]=[CH:20][C:19]([O:22][CH3:23])=[CH:18][C:11]=2[S:12][C:13]=1[C:14]([OH:16])=[O:15])=[O:7])[CH3:4] |f:0.1|. Procedure: 92 ml of a 10% ethanolic potassium hydroxide solution are added to a solution of 31.4 g (0.101 mol) of methyl 3-[(ethoxycarbonyl)amino]-6-methoxybenzo[b]thiophene-2-carboxylate in 230 ml of ethanol. The mixture is heated at 60° C. for 10 minutes and is then poured onto ice-cold water. The mixture is acidified by addition of a 6N hydrochloric acid solution and the precipitate formed is filtered off, rinsed with water and dried under reduced pressure. The solid is triturated in ethanol. 22.8 g of ... Reactants: [OH-].[K+] (potassium hydroxide), C(C)OC(=O)NC=1C2=C(SC1C(=O)OC)C=C(C=C2)OC (methyl 3-[(ethoxycarbonyl)amino]-6-methoxybenzo[b]thiophene-2-carboxylate), Cl (hydrochloric acid). Starting materials: C1(CCC1)C1=NN=C(S1)N=C=O (5-cyclobutyl-1,3,4-thiadiazol-2-yl isocyanate), dimethyl acetal, C(CC)NCC=O (2-propylaminoacetaldehyde). Run in C1=CC=CC=C1 (benzene), C1=CC=CC=C1 (benzene). The product is dimethyl acetal, C(CC)N(C(=O)NC=1SC(=NN1)C1CCC1)CC=O (2-[1-propyl-3-(5cyclobutyl-1,3,4-thiadiazol-2-yl)ureido]acetaldehyde). Reaction SMILES: [CH:1]1([C:5]2[S:9][C:8]([N:10]=[C:11]=[O:12])=[N:7][N:6]=2)[CH2:4][CH2:3][CH2:2]1.[CH2:13]([NH:16][CH2:17][CH:18]=[O:19])[CH2:14][CH3:15]>C1C=CC=CC=1>[CH2:13]([N:16]([CH2:17][CH:18]=[O:19])[C:11]([NH:10][C:8]1[S:9][C:5]([CH:1]2[CH2:2][CH2:3][CH2:4]2)=[N:6][N:7]=1)=[O:12])[CH2:14][CH3:15]. Reported procedure: A mixture of 5-cyclobutyl-1,3,4-thiadiazol-2-yl isocyanate dimer (0.05 mole), the dimethyl acetal of 2-propylaminoacetaldehyde (0.1 mole) and benzene (60 ml) are charged into a glass reaction vessel equipped with a mechanical stirrer and reflux condenser. The reaction mixture is heated at reflux for a period of about 15 minutes. After this time the mixture is stripped of benzene under reduced pressure to yield a solid product as the residue. The residue is then recrystallized to yield the desire... Reactants: [N+](=O)([O-])C1=CC=CC=2C3=C(NC12)CCN(C3)C(=O)OCC (Ethyl 6-nitro-1,3,4,5-tetrahydro-2H-pyrido[4,3-b]indole-2-carboxylate), [OH-].[K+] (KOH), IC (iodomethane). Solvent: COCCOC (ethylene glycol dimethyl ether). Reaction conditions: temperature 90 celsius, time 16 hour. The product is C(C)OC(=O)N1CC2=C(N(C=3C(=CC=CC23)[N+](=O)[O-])C)CC1 (ethyl-5-methyl-6-nitro-1,3,4,5-tetrahydro-2H-pyrido[4,3-b]indole-2-carboxylate). The yield is 108.9%. As a reaction SMILES: [N+:1]([C:4]1[C:12]2[NH:11][C:10]3[CH2:13][CH2:14][N:15]([C:17]([O:19][CH2:20][CH3:21])=[O:18])[CH2:16][C:9]=3[C:8]=2[CH:7]=[CH:6][CH:5]=1)([O-:3])=[O:2].[OH-].[K+].I[CH3:25]>COCCOC>[CH2:20]([O:19][C:17]([N:15]1[CH2:14][CH2:13][C:10]2[N:11]([CH3:25])[C:12]3[C:4]([N+:1]([O-:3])=[O:2])=[CH:5][CH:6]=[CH:7][C:8]=3[C:9]=2[CH2:16]1)=[O:18])[CH3:21] |f:1.2|. Reported procedure: Ethyl 6-nitro-1,3,4,5-tetrahydro-2H-pyrido[4,3-b]indole-2-carboxylate (0.33 g, 1.12 mmol) was combined with KOH (0.31 g, 5.6 mmol) and iodomethane (1.3 g, 8.96 mmol) in ethylene glycol dimethyl ether (5.6 mL) and stirred at 90° C. for 16 h. The inorganic solid was filtered and the filtrate evaporated to give ethyl-5-methyl-6-nitro-1,3,4,5-tetrahydro-2H-pyrido[4,3-b]indole-2-carboxylate (0.37 g) as an orange oil in near quantitative yield. 1H NMR (CDCl3, 300 MHz) δ 7.74 (d, 1H, J=7.7 Hz), 7.67 (d... The reactants are FC(C(=O)NCCCS[C@@H]1CC2C(C[C@H]3[C@@H]4CCC([C@@]4(C)CC[C@@H]3[C@]2(CC1)C)=O)=O)(F)F (3β-(3-trifluoroacetamidopropylthio)androstane-6,17-dione), Cl.NO (hydroxylamine hydrochloride). Yields the product FC(C(=O)NCCCS[C@@H]1CC2/C(/C[C@H]3[C@@H]4CCC([C@@]4(C)CC[C@@H]3[C@]2(CC1)C)=O)=N/O)(F)F (3β-(3-trifluoroacetamidopropylthio)-6-(E)-hydroxyiminoandrostane-17-one). Isolated yield 49.1%. Reaction SMILES: [F:1][C:2]([F:32])([F:31])[C:3]([NH:5][CH2:6][CH2:7][CH2:8][S:9][C@H:10]1[CH2:27][CH2:26][C@@:25]2([CH3:28])[CH:12]([C:13](=O)[CH2:14][C@@H:15]3[C@@H:24]2[CH2:23][CH2:22][C@@:20]2([CH3:21])[C@H:16]3[CH2:17][CH2:18][C:19]2=[O:29])[CH2:11]1)=[O:4].Cl.[NH2:34][OH:35]>>[F:1][C:2]([F:31])([F:32])[C:3]([NH:5][CH2:6][CH2:7][CH2:8][S:9][C@H:10]1[CH2:27][CH2:26][C@@:25]2([CH3:28])[CH:12](/[C:13](=[N:34]/[OH:35])/[CH2:14][C@@H:15]3[C@@H:24]2[CH2:23][CH2:22][C@@:20]2([CH3:21])[C@H:16]3[CH2:17][CH2:18][C:19]2=[O:29])[CH2:11]1)=[O:4] |f:1.2|. Reported procedure: Following the procedure described in Example 1 and starting from 3β-(3-trifluoroacetamidopropylthio)androstane-6,17-dione (395 mg) and hydroxylamine hydrochloride (65 mg), 3β-(3-trifluoroacetamidopropylthio)-6-(E)-hydroxyiminoandrostane-17-one (200 mg, 50%) was obtained. 1H-NMR (300 MHz, DMSO-d6, ppm from TMS): δ 10.40 (1H, s), 9.42 (1H, t), 3.23 (4H, m), 2.55-0.90 (23H, m), 0.76 (3H, s), 0.67 (3H, s). Starting materials: COC1=C(C=C2CCC(C2=C1)=O)N1CCOCC1 (6-methoxy-5-morpholino-2,3-dihydro-1H-inden-1-one), FC(C1=NC=C(C=O)C=C1)(F)F (6-(trifluoromethyl) nicotinaldehyde), CC=1C=CC(=CC1)S(=O)(=O)O (PTSA). Run in C(C)(=O)OCC (ethyl acetate), C1(=CC=CC=C1)C (toluene). Reaction conditions: temperature 120 celsius, time 6 hour. Product: COC1=C(C=C2C\C(\C(C2=C1)=O)=C/C=1C=NC(=CC1)C(F)(F)F)N1CCOCC1 ((E)-6-methoxy-5-morpholino-2-((6-(trifluoromethyl)pyridin-3-yl)methylene)-2,3-dihydro-1H-inden-1-one). RXN SMILES: [CH3:1][O:2][C:3]1[CH:11]=[C:10]2[C:6]([CH2:7][CH2:8][C:9]2=[O:12])=[CH:5][C:4]=1[N:13]1[CH2:18][CH2:17][O:16][CH2:15][CH2:14]1.[F:19][C:20]([F:30])([F:29])[C:21]1[CH:28]=[CH:27][C:24]([CH:25]=O)=[CH:23][N:22]=1.CC1C=CC(S(O)(=O)=O)=CC=1>C1(C)C=CC=CC=1.C(OCC)(=O)C>[CH3:1][O:2][C:3]1[CH:11]=[C:10]2[C:6]([CH2:7]/[C:8](=[CH:25]\[C:24]3[CH:23]=[N:22][C:21]([C:20]([F:30])([F:19])[F:29])=[CH:28][CH:27]=3)/[C:9]2=[O:12])=[CH:5][C:4]=1[N:13]1[CH2:14][CH2:15][O:16][CH2:17][CH2:18]1. Reported procedure: To a solution of 13 (100 mg, 0.404 mmol) in toluene 5 ml was added 6-(trifluoromethyl) nicotinaldehyde 69 (70.8 mg, 0.404 mmol). PTSA (154 mg, 0.808 mmol) was added, and the reaction mixture stirred at 120° C. for 6 h. The reaction mass was diluted with ethyl acetate and washed with water (3×25 mL). The organic layer was dried over sodium sulphate and concentrated to get the crude compound (E)-6-methoxy-5-morpholino-2-((6-(trifluoromethyl)pyridin-3-yl)methylene)-2,3-dihydro-1H-inden-1-one 70. Th... The reactants are Cl (HCl), C1NCC2C1CCC2 (octahydrocyclopenta[c]pyrrole), OP(=O)(O)O (H3PO4), monoamine, polypeptide. The solvent is O (water), O (water). Product: Cl.C1N=C[C@@H]2[C@H]1CCC2 ((3aS,6aR)-1,3a,4,5,6,6a-hexahydrocyclopenta[c]pyrrole hydrochloride). RXN SMILES: [CH2:1]1[CH:5]2[CH2:6][CH2:7][CH2:8][CH:4]2[CH2:3][NH:2]1.OP(O)(O)=O.[ClH:14]>O>[ClH:14].[CH2:3]1[C@@H:4]2[CH2:8][CH2:7][CH2:6][C@@H:5]2[CH:1]=[N:2]1 |f:4.5|. Procedure details: To a 3-L 3-neck flask jacketed at 20° C. and stirred at 300 rpm was added 500 mL of dH2O and 20 mL of a 25 wt % octahydrocyclopenta[c]pyrrole solution in water. The pH was adjusted to approximately 7.6 with concentrated H3PO4 to give a colorless, homogeneous solution, to which 2.0 mL of A. niger catalase suspension (Novozyme; “Catalyzyme 101”) and 5.0 g of monoamine oxidase powder of the polypeptide of SEQ ID NO: 16 (prepared by the method of Example 3) were added to give a pale yellow solution.... Reactants: [BH3-]C#N, CO, NCC(O)c1cccc(Cl)c1, [Na+], COC(=O)Cc1cccc(OCC(C)=O)c1, c1ccccc1. Yields the product COC(=O)Cc1cccc(OCC(C)NCC(O)c2cccc(Cl)c2)c1. Reaction SMILES: [C:34]([BH3-:35])#[N:36].[CH3:38][OH:39].[NH2:1][CH2:2][CH:3]([OH:4])[c:5]1[cH:6][c:7]([Cl:11])[cH:8][cH:9][cH:10]1.[Na+:37].[O:12]=[C:13]([CH2:14][O:15][c:16]1[cH:17][c:18]([CH2:22][C:23](=[O:24])[O:25][CH3:26])[cH:19][cH:20][cH:21]1)[CH3:27].[cH:28]1[cH:29][cH:30][cH:31][cH:32][cH:33]1>>[NH:1]([CH2:2][CH:3]([OH:4])[c:5]1[cH:6][c:7]([Cl:11])[cH:8][cH:9][cH:10]1)[CH:13]([CH2:14][O:15][c:16]1[cH:17][c:18]([CH2:22][C:23](=[O:24])[O:25][CH3:26])[cH:19][cH:20][cH:21]1)[CH3:27]. Starting materials: resultant mixture, C(CCCCCCCCC)OC1=CC=C(C(=O)O)C=C1 (4-decyloxybenzoic acid), C(CCC)OCC(C(C(COC1=CC=C(C=C1)O)(F)F)(F)F)(F)F (4-(5-butoxy-2,2,3,3,4,4-hexafluoropentoxy)phenol), N,N-dicyclohexylcarbodiimide. Reagents/catalysts: CN(C)C1=CC=NC=C1 (4-(N,N-dimethylamino)pyridine). The solvent is C(Cl)Cl (methylene chloride). Product: C(CCCCCCCCC)OC1=CC=C(C(=O)OC2=CC=C(C=C2)OCC(C(C(COCCCC)(F)F)(F)F)(F)F)C=C1 (4-(5-butoxy-2,2,3,3,4,4-hexafluoropentoxy)phenyl 4-decyloxybenzoate). The yield is 12.1%. As a reaction SMILES: [CH2:1]([O:11][C:12]1[CH:20]=[CH:19][C:15]([C:16]([OH:18])=[O:17])=[CH:14][CH:13]=1)[CH2:2][CH2:3][CH2:4][CH2:5][CH2:6][CH2:7][CH2:8][CH2:9][CH3:10].[CH2:21]([O:25][CH2:26][C:27]([F:44])([F:43])[C:28]([F:42])([F:41])[C:29]([F:40])([F:39])[CH2:30][O:31][C:32]1[CH:37]=[CH:36][C:35](O)=[CH:34][CH:33]=1)[CH2:22][CH2:23][CH3:24]>C(Cl)Cl.CN(C1C=CN=CC=1)C>[CH2:1]([O:11][C:12]1[CH:13]=[CH:14][C:15]([C:16]([O:18][C:35]2[CH:34]=[CH:33][C:32]([O:31][CH2:30][C:29]([F:39])([F:40])[C:28]([F:42])([F:41])[C:27]([F:43])([F:44])[CH2:26][O:25][CH2:21][CH2:22][CH2:23][CH3:24])=[CH:37][CH:36]=2)=[O:17])=[CH:19][CH:20]=1)[CH2:2][CH2:3][CH2:4][CH2:5][CH2:6][CH2:7][CH2:8][CH2:9][CH3:10]. Procedure: 0.45 g (0.0016 moles) of 4-decyloxybenzoic acid and 0.58 g (0.0016 moles) of 4-(5-butoxy-2,2,3,3,4,4-hexafluoropentoxy)phenol (prepared essentially as in Example 5) were dissolved in 25 ml of methylene chloride. N,N-dicyclohexylcarbodiimide (0.35 g, 0.0017 moles) was added to the reaction mixture, followed by 0.05 g of 4-(N,N-dimethylamino)pyridine. The resultant mixture was stirred at room temperature under nitrogen for 18 hours. The resulting urea precipitate was removed from the product solut...